Dataset: the Open Reaction Database (ORD), a public repository of structured organic reaction records. Task: describe an organic reaction: reactants, conditions, products, and yield The reactants are Cc1ccc(C=NO)cn1, CCOC(C)=O, O=C1CCC(=O)N1Cl, CN(C)C=O. The product is Cc1ccc(C(Cl)=NO)cn1. RXN SMILES: [CH3:1][c:2]1[n:3][cH:4][c:5]([CH:6]=[N:7][OH:8])[cH:9][cH:10]1.[CH3:24][CH2:25][O:26][C:27]([CH3:28])=[O:29].[Cl:11][N:12]1[C:13](=[O:14])[CH2:15][CH2:16][C:17]1=[O:18].[O:19]=[CH:20][N:21]([CH3:22])[CH3:23]>>[CH3:1][c:2]1[n:3][cH:4][c:5]([C:6](=[N:7][OH:8])[Cl:11])[cH:9][cH:10]1. The reactants are C(CCl)Cl (EDC), C(=O)(O)C=1C=CC2=C(CC3=C(C(C2)CC(=O)OCC)C=CC=C3)C1 (ethyl (±)-10,11-dihydro-3-carboxy-5H-dibenzo[a,d]cycloheptene-10-acetate), Cl.Cl.CNCC=1NC2=C(N1)C=CC=C2 (2-(methylamino)methylbenzimidazole dihydrochloride), C=1C=CC2=C(C1)N=NN2O (HOBt), C(C)(C)N(CC)C(C)C (diisopropylethylamine), O (H2O). Run in CN(C)C=O (DMF). Run at time 16.5 hour. Product: N1C(=NC2=C1C=CC=C2)CN(C(=O)C=2C=CC1=C(CC3=C(C(C1)CC(=O)OCC)C=CC=C3)C2)C (Ethyl (±)-10,11-dihydro-3-[[[(1H-benzimidazol-2-yl)methyl]methylamino]carbonyl]5H-dibenzo[a,d]cycloheptene-10-acetate), foam. Isolated yield 95.0%. As a reaction SMILES: [CH2:1](Cl)[CH2:2]Cl.[C:5]([C:8]1C=C[C:11]2[CH2:17][CH:16]([CH2:18][C:19]([O:21][CH2:22][CH3:23])=[O:20])[C:15]3[CH:24]=[CH:25]C=CC=3C[C:12]=2[CH:28]=1)(O)=[O:6].Cl.Cl.[CH3:31][NH:32][CH2:33][C:34]1[NH:35][C:36]2[CH:42]=[CH:41][CH:40]=[CH:39][C:37]=2[N:38]=1.[CH:43]1[CH:44]=CC2N(O)N=N[C:47]=2[CH:48]=1.O.C(N(C(C)C)CC)(C)C>CN(C=O)C>[NH:38]1[C:37]2[CH:39]=[CH:40][CH:41]=[CH:42][C:36]=2[N:35]=[C:34]1[CH2:33][N:32]([CH3:31])[C:5]([C:8]1[CH:28]=[CH:12][C:11]2[CH2:17][CH:16]([CH2:18][C:19]([O:21][CH2:22][CH3:23])=[O:20])[C:15]3[CH:24]=[CH:25][CH:44]=[CH:43][C:48]=3[CH2:47][C:1]=2[CH:2]=1)=[O:6] |f:2.3.4|. Reported procedure: EDC (202.4 mg, 1.06 mmol) was added all at once to a solution of ethyl (±)-10,11-dihydro-3-carboxy-5H-dibenzo[a,d]cycloheptene-10-acetate (285.6 mg, 0.88 mmol), 2-(methylamino)methylbenzimidazole dihydrochloride (247.2 mg, 1.06 mmol), HOBt.H2O (142.7 mg, 1.06 mmol), and diisopropylethylamine (0.61 mL, 3.52 mmol) in anhydrous DMF (4.4 mL) at RT. The reaction was stirred at RT for 16.5 h, then was concentrated on the rotavap (high vacuum). The residue was reconcentrated from xylenes, then was diss... Reactants: [OH-].[Na+] (sodium hydroxide), C(C)NC1=CC=C(C=C1)O (p-ethylaminophenol), C([O-])([O-])=O.[Na+].[Na+] (Sodium carbonate), C(C)(=O)OC(C)=O (acetic anhydride). The solvent is CN(C)C=O (DMF). The product is C(C)N(C1=CC=C(C=C1)O)C(C)=O (N-ethyl-4'-hydroxyacetanilide). Reaction SMILES: [CH2:1]([NH:3][C:4]1[CH:9]=[CH:8][C:7]([OH:10])=[CH:6][CH:5]=1)[CH3:2].[C:11](OC(=O)C)(=[O:13])[CH3:12].C(=O)([O-])[O-].[Na+].[Na+].[OH-].[Na+]>CN(C=O)C>[CH2:1]([N:3]([C:11](=[O:13])[CH3:12])[C:4]1[CH:9]=[CH:8][C:7]([OH:10])=[CH:6][CH:5]=1)[CH3:2] |f:2.3.4,5.6|. Procedure: Two g of p-ethylaminophenol (0.0146 moles) were dissolved in 50 ml DMF. To this was added 2.98 g of acetic anhydride (0.0292 moles). The mixture was heated at 60° for three hours and then poured over crushed ice. Sodium carbonate was added until a pH of approximately 10 was achieved. The solution and precipitated oil were extracted with chloroform, dried over anhydrous magnesium sulfate, and then evaporated to dryness leaving a residual oil. To this oil was added 5% sodium hydroxide, and the mix... The reactants are FC1=C(C=CC(=C1)F)NC(C=CC1=CC=CC=C1)=O (N-(2,4-difluorophenyl)cinnamamide), [Cl-].[Cl-].[Cl-].[Al+3] (aluminum trichloride). Run at temperature 160 celsius. Yields the product FC=1C=C2C=CC(=NC2=C(C1)F)O (6,8-difluoroquinolin-2-ol). Reaction SMILES: [F:1][C:2]1[CH:7]=[C:6]([F:8])[CH:5]=[CH:4][C:3]=1[NH:9][C:10](=[O:19])[CH:11]=[CH:12]C1C=CC=CC=1.[Cl-].[Cl-].[Cl-].[Al+3]>>[F:8][C:6]1[CH:5]=[C:4]2[C:3](=[C:2]([F:1])[CH:7]=1)[N:9]=[C:10]([OH:19])[CH:11]=[CH:12]2 |f:1.2.3.4|. Reported procedure: Solid N-(2,4-difluorophenyl)cinnamamide (13.2 g, 50.7 mmol) was pre-mixed with aluminum trichloride (20.29 g, 152.2 mmol) and the mixture was heated to 160° C. under gently flowing nitrogen gas for 80 minutes. The reaction was cooled and quenched with ice, and the resultant beige solid was collected by filtration, washed with water and air-dried to a light tan solid (9.89 g). Starting materials: Cl (hydrochloric acid), ClC[C@H]1CC(C2=CC=C(C=C2C1(C)C)C)(C)C ((S)-3-chloromethyl-1,1,4,4,6-pentamethyl-1,2,3,4-tetrahydronaphthalene), [H-].[Al+3].[Li+].[H-].[H-].[H-] (lithium aluminum hydride). The solvent is O1CCCC1 (tetrahydrofuran), O1CCCC1 (tetrahydrofuran), O1CCCC1 (tetrahydrofuran). Product: CC1(C[C@@H](C(C2=CC(=CC=C12)C)(C)C)C)C ((S)-1,1,3,4,4,6-hexamethyl-1,2,3,4-tetrahydronaphthalene). Yield: 84.9%. As a reaction SMILES: [H-].[Al+3].[Li+].[H-].[H-].[H-].Cl[CH2:8][C@@H:9]1[C:18]([CH3:20])([CH3:19])[C:17]2[C:12](=[CH:13][CH:14]=[C:15]([CH3:21])[CH:16]=2)[C:11]([CH3:23])([CH3:22])[CH2:10]1.Cl>O1CCCC1>[CH3:22][C:11]1([CH3:23])[C:12]2[C:17](=[CH:16][C:15]([CH3:21])=[CH:14][CH:13]=2)[C:18]([CH3:20])([CH3:19])[C@@H:9]([CH3:8])[CH2:10]1 |f:0.1.2.3.4.5|. Procedure: To a suspension of lithium aluminum hydride (9.56 g; 0.252 mol) in tetrahydrofuran (70 ml) under a nitrogen stream, a solution of (S)-3-chloromethyl-1,1,4,4,6-pentamethyl-1,2,3,4-tetrahydronaphthalene ([α]546 26.1° (C=1 in n-hexane)) (62.9 g; 0.251 mol) in tetrahydrofuran was dropwise added. After refluxing for 15 hours, the reaction mixture was treated with aqueous tetrahydrofuran in nitrogen, admixed with 5% hydrochloric acid (600 ml) and extracted with n-hexane. The extract was washed with sa... Starting materials: C1COCCN1, COc1ccc(S(=O)(=O)Cl)cc1, ClCCl, CNCCN1CCN(c2nccnc2-c2ccc(F)cc2)CC1. Product: COc1ccc(S(=O)(=O)N(C)CCN2CCN(c3nccnc3-c3ccc(F)cc3)CC2)cc1, Cl. RXN SMILES: [CH2:36]1[NH:37][CH2:38][CH2:39][O:40][CH2:41]1.[CH3:1][O:2][c:3]1[cH:4][cH:5][c:6]([S:9](=[O:10])(=[O:11])[Cl:12])[cH:7][cH:8]1.[Cl:42][CH2:43][Cl:44].[F:13][c:14]1[cH:15][cH:16][c:17](-[c:20]2[c:21]([N:26]3[CH2:27][CH2:28][N:29]([CH2:32][CH2:33][NH:34][CH3:35])[CH2:30][CH2:31]3)[n:22][cH:23][cH:24][n:25]2)[cH:18][cH:19]1>>[CH3:1][O:2][c:3]1[cH:4][cH:5][c:6]([S:9](=[O:10])(=[O:11])[N:34]([CH2:33][CH2:32][N:29]2[CH2:28][CH2:27][N:26]([c:21]3[c:20](-[c:17]4[cH:16][cH:15][c:14]([F:13])[cH:19][cH:18]4)[n:25][cH:24][cH:23][n:22]3)[CH2:31][CH2:30]2)[CH3:35])[cH:7][cH:8]1.[ClH:12]. Starting materials: Brc1ccc(C#Cc2ccc(OCCN3CCCC3)cc2)nc1, O=C([O-])[O-], C1COCCO1, OB(O)Oc1ccc(Cl)cc1, [Na+], [Na+]. Yields the product Clc1ccc(-c2ccc(C#Cc3ccc(OCCN4CCCC4)cc3)nc2)cc1. RXN SMILES: [Br:1][c:2]1[cH:3][cH:4][c:5]([C:8]#[C:9][c:10]2[cH:11][cH:12][c:13]([O:16][CH2:17][CH2:18][N:19]3[CH2:20][CH2:21][CH2:22][CH2:23]3)[cH:14][cH:15]2)[n:6][cH:7]1.[C:35](=[O:36])([O-:37])[O-:38].[CH2:41]1[O:42][CH2:43][CH2:44][O:45][CH2:46]1.[Cl:24][c:25]1[cH:26][cH:27][c:28]([O:31][B:32]([OH:33])[OH:34])[cH:29][cH:30]1.[Na+:39].[Na+:40]>>[c:2]1(-[c:28]2[cH:27][cH:26][c:25]([Cl:24])[cH:30][cH:29]2)[cH:3][cH:4][c:5]([C:8]#[C:9][c:10]2[cH:11][cH:12][c:13]([O:16][CH2:17][CH2:18][N:19]3[CH2:20][CH2:21][CH2:22][CH2:23]3)[cH:14][cH:15]2)[n:6][cH:7]1. Starting materials: [BH4-], N#C[Na], O=Cc1cccc(OCc2ccccc2)c1, CC(=O)O, CO, CC(C)(C)OC(=O)NCc1cccc(C(O)c2cc(Cl)ccc2N)c1. The product is CC(C)(C)OC(=O)NCc1cccc(C(O)c2cc(Cl)ccc2Cc2cccc(OCc3ccccc3)c2)c1. As a reaction SMILES: [BH4-:21].[C:22]([Na:23])#[N:24].[CH2:1]([c:2]1[cH:3][cH:4][cH:5][cH:6][cH:7]1)[O:8][c:9]1[cH:10][c:11]([CH:12]=[O:13])[cH:14][cH:15][cH:16]1.[CH3:17][C:18](=[O:19])[OH:20].[CH3:50][OH:51].[NH2:25][c:26]1[c:27]([CH:28]([c:29]2[cH:30][c:31]([CH2:35][NH:36][C:37](=[O:38])[O:39][C:40]([CH3:41])([CH3:42])[CH3:43])[cH:32][cH:33][cH:34]2)[OH:44])[cH:45][c:46]([Cl:49])[cH:47][cH:48]1>>[CH2:1]([c:2]1[cH:3][cH:4][cH:5][cH:6][cH:7]1)[O:8][c:9]1[cH:10][c:11]([CH2:12][c:26]2[c:27]([CH:28]([c:29]3[cH:30][c:31]([CH2:35][NH:36][C:37](=[O:38])[O:39][C:40]([CH3:41])([CH3:42])[CH3:43])[cH:32][cH:33][cH:34]3)[OH:44])[cH:45][c:46]([Cl:49])[cH:47][cH:48]2)[cH:14][cH:15][cH:16]1. The reactants are C(C(=C)C)(=O)O (methacrylic acid), [OH-].[Ca+2].[OH-] (calcium hydroxide). Product: C(C(=C)C)(=O)[O-].[Ca+2].C(C(=C)C)(=O)[O-] (calcium methacrylate), C(=O)=O (CO2). RXN SMILES: [C:1]([OH:6])(=[O:5])[C:2]([CH3:4])=[CH2:3].[OH-].[Ca+2:8].[OH-]>>[C:1]([O-:6])(=[O:5])[C:2]([CH3:4])=[CH2:3].[Ca+2:8].[C:1]([O-:6])(=[O:5])[C:2]([CH3:4])=[CH2:3].[C:1](=[O:6])=[O:5] |f:1.2.3,4.5.6|. Procedure: U.S. Pat. No. 3,839,437, describes a process of preparing methacrylic acid by employing calcium hydroxide to form the metal salt of the acid, calcium methacrylate, and neutralization with CO2 at low pressure to give the acid and the insoluble calcium carbonate in the presence of a water immiscible organic solvent, such as an ether, to extract the methacrylic acid from the aqueous phase. Continuous passage of carbon dioxide with ether extraction gave only 10.6 and 41.3 percent methacrylic acid re...